describe an organic reaction: reactants, conditions, products, and yield From a dataset of the Open Reaction Database (ORD), a public repository of structured organic reaction records. Reactants: [BH4-], CO, CS(=O)(=O)Nc1cc2c(cc1Oc1ccc(F)cc1F)C(=O)CC2, [Na+], [Na+], [OH-]. Product: CS(=O)(=O)Nc1cc2c(cc1Oc1ccc(F)cc1F)C(O)CC2. As a reaction SMILES: [BH4-:27].[CH3:29][OH:30].[F:1][c:2]1[c:3]([O:4][c:5]2[c:6]([NH:15][S:16](=[O:17])(=[O:18])[CH3:19])[cH:7][c:8]3[c:12]([cH:13]2)[C:11](=[O:14])[CH2:10][CH2:9]3)[cH:20][cH:21][c:22]([F:24])[cH:23]1.[Na+:26].[Na+:28].[OH-:25]>>[F:1][c:2]1[c:3]([O:4][c:5]2[c:6]([NH:15][S:16](=[O:17])(=[O:18])[CH3:19])[cH:7][c:8]3[c:12]([cH:13]2)[CH:11]([OH:14])[CH2:10][CH2:9]3)[cH:20][cH:21][c:22]([F:24])[cH:23]1. The product is CCOC(=O)C(C)(C)[Sb](C)C. The reactants are CCOC(=O)C(C)C, C1CCOC1, C[Sb](C)Br, CC(C)[NH-], [Li+]. Reaction SMILES: [C:1]([CH:2]([CH3:3])[CH3:4])(=[O:5])[O:6][CH2:7][CH3:8].[CH2:18]1[O:19][CH2:20][CH2:21][CH2:22]1.[CH3:14][Sb:15]([CH3:16])[Br:17].[CH:9]([NH-:10])([CH3:11])[CH3:12].[Li+:13]>>[C:1]([C:2]([CH3:3])([CH3:4])[Sb:15]([CH3:14])[CH3:16])(=[O:5])[O:6][CH2:7][CH3:8]. The reactants are CCS(=O)(=O)Cl, ClCCl, CC1(C)CC(c2cccc(N)c2)Nc2ccc(C#N)cc21, c1ccncc1. Yields the product CCS(=O)(=O)Nc1cccc(C2CC(C)(C)c3cc(C#N)ccc3N2)c1. RXN SMILES: [CH2:1]([CH3:2])[S:3](=[O:4])(=[O:5])[Cl:6].[Cl:34][CH2:35][Cl:36].[NH2:7][c:8]1[cH:9][c:10]([CH:14]2[NH:15][c:16]3[cH:17][cH:18][c:19]([C:26]#[N:27])[cH:20][c:21]3[C:22]([CH3:24])([CH3:25])[CH2:23]2)[cH:11][cH:12][cH:13]1.[cH:28]1[cH:29][cH:30][n:31][cH:32][cH:33]1>>[CH2:1]([CH3:2])[S:3](=[O:4])(=[O:5])[NH:7][c:8]1[cH:9][c:10]([CH:14]2[NH:15][c:16]3[cH:17][cH:18][c:19]([C:26]#[N:27])[cH:20][c:21]3[C:22]([CH3:24])([CH3:25])[CH2:23]2)[cH:11][cH:12][cH:13]1.